The task is: describe an organic reaction: reactants, conditions, products, and yield. This data is from the Open Reaction Database (ORD), a public repository of structured organic reaction records. Starting materials: N1(CCOCC1)CC1=C(C=C(C=C1)CC)O (2-(morpholin-4-ylmethyl)-5-ethylphenol), C1(=CC=CC=C1)O (phenol), BrC(C(=O)OC)C (methyl 2-bromopropanoate), C([O-])([O-])=O.[K+].[K+] (potassium carbonate), C([O-])([O-])=O.[Na+].[Na+] (sodium carbonate), C([O-])([O-])=O.[K+].[K+] (potassium carbonate), BrC(C(=O)OC)C (methyl 2-bromopropanoate). Run in C(C)N(CC)CC (triethylamine), C1(=CC=CC=C1)C (toluene), C(C)#N (acetonitrile), C(C)N(CC)CC (triethylamine). Conditions: temperature 70 celsius, time 7 hour. The product is N1(CCOCC1)CC1=C(OC(C(=O)OC)C)C=C(C=C1)CC (methyl 2-[2-(morpholin-4-ylmethyl)-5-ethylphenoxy]propanoate). The yield is 93.1%. Reaction SMILES: [N:1]1([CH2:7][C:8]2[CH:13]=[CH:12][C:11]([CH2:14][CH3:15])=[CH:10][C:9]=2[OH:16])[CH2:6][CH2:5][O:4][CH2:3][CH2:2]1.C(=O)([O-])[O-].[K+].[K+].Br[CH:24]([CH3:29])[C:25]([O:27][CH3:28])=[O:26].C1(O)C=CC=CC=1.C(=O)([O-])[O-].[Na+].[Na+]>C1(C)C=CC=CC=1.C(N(CC)CC)C.C(#N)C>[N:1]1([CH2:7][C:8]2[CH:13]=[CH:12][C:11]([CH2:14][CH3:15])=[CH:10][C:9]=2[O:16][CH:24]([CH3:29])[C:25]([O:27][CH3:28])=[O:26])[CH2:6][CH2:5][O:4][CH2:3][CH2:2]1 |f:1.2.3,6.7.8|. Procedure: To a 200 gallon reactor was added 582 pounds (%Wt/Wt Phenol to Solvent--14.1%) of acetonitrile, followed by 82 pounds (0. 323 mole--1.0 equiv.) of 87% pure 2-(morpholin-4-ylmethyl)-5-ethylphenol, 72.4 pounds (0.717 mole--2.22 equiv.) of triethylamine, and 99.0 pounds (0.717 mole--2.22 equiv.) of potassium carbonate. The mixture was heated to 70° C., and 90.1 pounds (0.539 mole--1.67 equiv.) of methyl 2-bromopropanoate was added during a two hour period a rate to maintain the reaction temperature... The reactants are COC(=O)c1ccc(Cc2ccccc2OCc2ccccc2)cc1, CO, Cl, [Na+], [OH-]. The product is O=C(O)c1ccc(Cc2ccccc2OCc2ccccc2)cc1. RXN SMILES: [CH2:1]([c:2]1[cH:3][cH:4][cH:5][cH:6][cH:7]1)[O:8][c:9]1[c:10]([CH2:11][c:12]2[cH:13][cH:14][c:15]([C:16](=[O:17])[O:18][CH3:19])[cH:20][cH:21]2)[cH:22][cH:23][cH:24][cH:25]1.[CH3:29][OH:30].[ClH:28].[Na+:27].[OH-:26]>>[CH2:1]([c:2]1[cH:3][cH:4][cH:5][cH:6][cH:7]1)[O:8][c:9]1[c:10]([CH2:11][c:12]2[cH:13][cH:14][c:15]([C:16](=[O:17])[OH:18])[cH:20][cH:21]2)[cH:22][cH:23][cH:24][cH:25]1. Reactants: ClC1=CC=2C(C3=CC=CC=C3C(C2C=C1)=O)=O (2-chloroanthraquinone), COC(C)O (methoxyethanol). The solvent is C(Cl)Cl.CCCCCC (CH2Cl2 hexane). Yields the product C1=CC=CC=2C(C3=CC=CC=C3C(C12)=O)=O (anthraquinone), 2-[2-(methoxy)ethoxy). Yield: 44.3%. As a reaction SMILES: Cl[C:2]1[CH:15]=[CH:14][C:13]2[C:12](=[O:16])[C:11]3[C:6](=[CH:7][CH:8]=[CH:9][CH:10]=3)[C:5](=[O:17])[C:4]=2[CH:3]=1.COC(O)C>C(Cl)Cl.CCCCCC>[CH:7]1[C:6]2[C:5](=[O:17])[C:4]3[C:13](=[CH:14][CH:15]=[CH:2][CH:3]=3)[C:12](=[O:16])[C:11]=2[CH:10]=[CH:9][CH:8]=1 |f:2.3|. Procedure: Using the procedure outlined in Examples 1A, 2-chloroanthraquinone (Aldrich) and methoxyethanol (Aldrich) gave a 44.3% yield of 2-[2-(methoxy)ethoxy)]anthraquinone, mp 126°, (C,H), (CH2Cl2 /hexane). The reactants are COC(=O)C1CC(S(C)(=O)=O)CN1c1cc(C)nn1CC(F)(F)F, [Li+], [OH-]. Yields the product Cc1cc(N2CC(S(C)(=O)=O)CC2C(=O)O)n(CC(F)(F)F)n1. Reaction SMILES: [CH3:1][O:2][C:3](=[O:4])[CH:5]1[N:6]([c:14]2[n:15]([CH2:20][C:21]([F:22])([F:23])[F:24])[n:16][c:17]([CH3:19])[cH:18]2)[CH2:7][CH:8]([S:10](=[O:11])(=[O:12])[CH3:13])[CH2:9]1.[Li+:25].[OH-:26]>>[O:2]=[C:3]([OH:4])[CH:5]1[N:6]([c:14]2[n:15]([CH2:20][C:21]([F:22])([F:23])[F:24])[n:16][c:17]([CH3:19])[cH:18]2)[CH2:7][CH:8]([S:10](=[O:11])(=[O:12])[CH3:13])[CH2:9]1. Reactants: ClC=1C=C(C=CC1)CN1C(=C(C2=CC(=CC=C12)OC)CC(=O)NN)CC (1-[(3-chlorophenyl)methyl]-2-ethyl-5-methoxy-1H-indole-3-acetic acid hydrazide). The reagents and catalysts are [Ni] (Ni). The solvent is C(C)O (ethanol). Yields the product ClC=1C=C(C=CC1)CN1C(=C(C2=CC(=CC=C12)OC)CC(=O)N)CC (1-[(3-chlorophenyl)methyl]-2-ethyl-5-methoxy-1H-indole-3-acetamide). The yield is 74.3%. RXN SMILES: [Cl:1][C:2]1[CH:3]=[C:4]([CH2:8][N:9]2[C:17]3[C:12](=[CH:13][C:14]([O:18][CH3:19])=[CH:15][CH:16]=3)[C:11]([CH2:20][C:21]([NH:23]N)=[O:22])=[C:10]2[CH2:25][CH3:26])[CH:5]=[CH:6][CH:7]=1>C(O)C.[Ni]>[Cl:1][C:2]1[CH:3]=[C:4]([CH2:8][N:9]2[C:17]3[C:12](=[CH:13][C:14]([O:18][CH3:19])=[CH:15][CH:16]=3)[C:11]([CH2:20][C:21]([NH2:23])=[O:22])=[C:10]2[CH2:25][CH3:26])[CH:5]=[CH:6][CH:7]=1. Procedure details: A mixture of 340 mg (0.92 mmol) of 1-[(3-chlorophenyl)methyl]-2-ethyl-5-methoxy-1H-indole-3-acetic acid hydrazide and 200 mg of Raney Ni in 20 mL of ethanol was heated to maintain reflux for 2.5 hours. After cooling the solvent was decanted and the Raney Ni washed twice with methylene chloride. The combined organic solvents were filtered, concentrated at reduced pressure and the residue chromatographed on silica gel eluting with ethyl acetate to give 244 mg (74% yield) of 1-[(3-chlorophenyl)meth...